This data is from the Open Reaction Database (ORD), a public repository of structured organic reaction records. The task is: describe an organic reaction: reactants, conditions, products, and yield Starting materials: NC1=CC=C(C(=O)O)C=C1 (p-aminobenzoic acid), C1(CCCC1)CCC(=O)Cl (3-cyclopentylpropionyl chloride). Product: C1(CCCC1)CCC(=O)NC1=CC=C(C(=O)O)C=C1 (4-(3-Cyclopentylpropionylamino)-benzoic acid). As a reaction SMILES: [NH2:1][C:2]1[CH:10]=[CH:9][C:5]([C:6]([OH:8])=[O:7])=[CH:4][CH:3]=1.[CH:11]1([CH2:16][CH2:17][C:18](Cl)=[O:19])[CH2:15][CH2:14][CH2:13][CH2:12]1>>[CH:11]1([CH2:16][CH2:17][C:18]([NH:1][C:2]2[CH:10]=[CH:9][C:5]([C:6]([OH:8])=[O:7])=[CH:4][CH:3]=2)=[O:19])[CH2:15][CH2:14][CH2:13][CH2:12]1. Reported procedure: 4-(3-Cyclopentylpropionylamino)-benzoic acid was prepared as described in Example 3 from 9.63 g (0.07 mol) of p-aminobenzoic acid and 12.4 g (0.077 mol) of 3-cyclopentylpropionyl chloride.